Dataset: the Open Reaction Database (ORD), a public repository of structured organic reaction records. Task: describe an organic reaction: reactants, conditions, products, and yield Starting materials: C1(=CC=CC=C1)C=1C=C(CC(C(=O)OC)C(=O)OC)C=CC1 (dimethyl (m-phenylbenzyl)malonate), [Cl-].[Li+] (lithium chloride). The solvent is O (water), CS(=O)C (dimethylsulphoxide), O (water). Reaction conditions: temperature 165 celsius. Product: C1(=CC=CC=C1)C=1C=C(C=CC1)CCC(=O)OC (methyl 3-(m-phenylphenyl)propanoate). Yield: 80.7%. Reaction SMILES: [C:1]1([C:7]2[CH:8]=[C:9]([CH:20]=[CH:21][CH:22]=2)[CH2:10][CH:11](C(OC)=O)[C:12]([O:14][CH3:15])=[O:13])[CH:6]=[CH:5][CH:4]=[CH:3][CH:2]=1.[Cl-].[Li+]>O.CS(C)=O>[C:1]1([C:7]2[CH:8]=[C:9]([CH2:10][CH2:11][C:12]([O:14][CH3:15])=[O:13])[CH:20]=[CH:21][CH:22]=2)[CH:2]=[CH:3][CH:4]=[CH:5][CH:6]=1 |f:1.2|. Procedure: A mixture of dimethyl (m-phenylbenzyl)malonate (1.00 g) and lithium chloride (0.285 g) in water (0.12 ml) and dimethylsulphoxide (8.5 ml) was heated at 165° C. for 3 hours then allowed to cool, poured into water and extracted with ether. The extracts were washed with water, dried, concentrated, and chromatographed using 10% ether in petrol as eluant to give methyl 3-(m-phenylphenyl)propanoate (0.65 g, 81%) as a colourless oil which solidified on standing, melting point 29°-30° C.